Dataset: the Open Reaction Database (ORD), a public repository of structured organic reaction records. Task: describe an organic reaction: reactants, conditions, products, and yield Starting materials: ester, C(C)OC(=O)N1CCC(CC1)(NC(C(CC1CCCCC1)NC(=O)C1CCN(CC1)C(=O)OC(C)(C)C)=O)C#N (4-Cyano-4-{3-cyclohexyl-2-[(1-t-butoxycarbonyl-piperidine-4-carbonyl)-amino]-propionylamino}-piperidine-1-carboxylic acid ethyl ester). Solvent: Cl (HCl), O1CCOCC1 (1,4-dioxane). Yields the product C(C)OC(=O)N1CCC(CC1)(NC(C(CC1CCCCC1)NC(=O)C1CCNCC1)=O)C#N (4-Cyano-4-{3-cyclohexyl-2-[(piperidine-4-carbonyl)-amino]-propionylamino}-piperidine-1-carboxylic acid ethyl ester). As a reaction SMILES: [CH2:1]([O:3][C:4]([N:6]1[CH2:11][CH2:10][C:9]([C:39]#[N:40])([NH:12][C:13](=[O:38])[CH:14]([NH:22][C:23]([CH:25]2[CH2:30][CH2:29][N:28](C(OC(C)(C)C)=O)[CH2:27][CH2:26]2)=[O:24])[CH2:15][CH:16]2[CH2:21][CH2:20][CH2:19][CH2:18][CH2:17]2)[CH2:8][CH2:7]1)=[O:5])[CH3:2]>Cl.O1CCOCC1>[CH2:1]([O:3][C:4]([N:6]1[CH2:7][CH2:8][C:9]([C:39]#[N:40])([NH:12][C:13](=[O:38])[CH:14]([NH:22][C:23]([CH:25]2[CH2:26][CH2:27][NH:28][CH2:29][CH2:30]2)=[O:24])[CH2:15][CH:16]2[CH2:21][CH2:20][CH2:19][CH2:18][CH2:17]2)[CH2:10][CH2:11]1)=[O:5])[CH3:2]. Procedure details: The ester from (a) was dissolved in 10 mL of 4 N HCl in 1,4-dioxane at 0° C. for 1 hour. The solution was concentrated in vacuo and the salt neutralized by sodium bicarbonate solution and the product extracted with CH2Cl2. After concentration of the organic extract, the crude product was purified by reverse-phase HPLC to yield the desired product; MS, m/z 462=M+1. Reactants: solution, C1(=CC=C2C=CC3=CC=CC4=CC=C1C2=C34)CCCC(=O)NN (1-pyrenebutanoic acid, hydrazide), OC1[C@H](O)[C@@H](O)[C@H](O[C@H]2[C@H](O)[C@@H](O)[C@@H](O)[C@H](O2)CO)[C@H](O1)CO (lactose). Run in CS(=O)C (DMSO). Conditions: temperature 90 celsius. The product is C1=CC=C2C=CC3=CC=CC4=CC=C1C2=C34 (Pyrene). RXN SMILES: [C:1]1(CCCC(NN)=O)[C:14]2[C:15]3=[C:16]4[C:11](=[CH:12][CH:13]=2)[CH:10]=[CH:9][CH:8]=[C:7]4[CH:6]=[CH:5][C:4]3=[CH:3][CH:2]=1.OC1O[C@H](CO)[C@@H](O[C@@H]2O[C@H](CO)[C@H](O)[C@H](O)[C@H]2O)[C@H](O)[C@H]1O>CS(C)=O>[CH:8]1[C:7]2[C:16]3=[C:15]4[C:4](=[CH:5][CH:6]=2)[CH:3]=[CH:2][CH:1]=[C:14]4[CH:13]=[CH:12][C:11]3=[CH:10][CH:9]=1. Reported procedure: 10 μl of a solution containing 400 nmol of 1-pyrenebutanoic acid, hydrazide (Molecular Probes) in DMSO was added to 50 nmol of lactose which had been dried adequately, and lactose was fully dissolved by sonication. 1 μl of acetic acid was added thereto and the mixture was stirred adequately. The reaction mixture was then heated at 90° C. for 1 hour. After the reaction mixture was dried using a centrifugation concentrator, 10 μl of a solution containing 2.5 M borane-dimethylamine complex and 30% ...